Dataset: the Open Reaction Database (ORD), a public repository of structured organic reaction records. Task: describe an organic reaction: reactants, conditions, products, and yield Starting materials: CC(NCc1ccccc1)c1ccccc1, C1CCOC1, [Li]CCCC, Cc1ccc(C=CC(=O)OC(C)(C)C)cn1, [Cl-], [NH4+]. The product is Cc1ccc(C(CC(=O)OC(C)(C)C)N(Cc2ccccc2)C(C)c2ccccc2)cn1. As a reaction SMILES: [CH2:1]([c:2]1[cH:3][cH:4][cH:5][cH:6][cH:7]1)[NH:8][CH:9]([CH3:10])[c:11]1[cH:12][cH:13][cH:14][cH:15][cH:16]1.[CH2:40]1[O:41][CH2:42][CH2:43][CH2:44]1.[CH3:17][CH2:18][CH2:19][CH2:20][Li:21].[CH3:22][c:23]1[cH:24][cH:25][c:26]([CH:29]=[CH:30][C:31](=[O:32])[O:33][C:34]([CH3:35])([CH3:36])[CH3:37])[cH:27][n:28]1.[Cl-:38].[NH4+:39]>>[CH2:1]([c:2]1[cH:3][cH:4][cH:5][cH:6][cH:7]1)[N:8]([CH:9]([CH3:10])[c:11]1[cH:12][cH:13][cH:14][cH:15][cH:16]1)[CH:29]([c:26]1[cH:25][cH:24][c:23]([CH3:22])[n:28][cH:27]1)[CH2:30][C:31](=[O:32])[O:33][C:34]([CH3:35])([CH3:36])[CH3:37]. Starting materials: O (water), C(C1=CC=CC=C1)OC(=O)N1[C@@H](CC2=CC=CC=C12)C(=O)O (1-benzyloxycarbonyl-indoline-2(S)-carboxylic acid), C(C)(C)(C)O (t-butanol). The reagents and catalysts are CN(C1=CC=NC=C1)C (4-dimethylaminopyridine). Solvent: C(Cl)Cl (methylene chloride). Yields the product C(C1=CC=CC=C1)OC(=O)N1[C@@H](CC2=CC=CC=C12)C(=O)OC(C)(C)C (t-butyl 1-benzyloxycarbonyl-indoline-2(S)-carboxylate). The yield is 92.5%. As a reaction SMILES: O.[CH2:2]([O:9][C:10]([N:12]1[C:20]2[C:15](=[CH:16][CH:17]=[CH:18][CH:19]=2)[CH2:14][C@H:13]1[C:21]([OH:23])=[O:22])=[O:11])[C:3]1[CH:8]=[CH:7][CH:6]=[CH:5][CH:4]=1.[C:24](O)([CH3:27])([CH3:26])[CH3:25]>CN(C)C1C=CN=CC=1.C(Cl)Cl>[CH2:2]([O:9][C:10]([N:12]1[C:20]2[C:15](=[CH:16][CH:17]=[CH:18][CH:19]=2)[CH2:14][C@H:13]1[C:21]([O:23][C:24]([CH3:27])([CH3:26])[CH3:25])=[O:22])=[O:11])[C:3]1[CH:8]=[CH:7][CH:6]=[CH:5][CH:4]=1. Procedure: The water-soluble carbodiimide hydrochloride (4.3 g), 4.0 g of 1-benzyloxycarbonyl-indoline-2(S)-carboxylic acid, 1.2 g of t-butanol and 1.05 g of 4-dimethylaminopyridine were stirred in methylene chloride under ice cooling for 2 hours and then at room temperature overnight. The reaction mixture was washed successively with 10% citric acid, aqueous sodium bicarbonate solution and aqueous sodium chloride solution, and dried. The solvent was evaporated, and the residue was purified by silica gel c...